Dataset: the Open Reaction Database (ORD), a public repository of structured organic reaction records. Task: describe an organic reaction: reactants, conditions, products, and yield The reactants are BrC1=CC=C(C=C1C(=O)O)OS(=O)(=O)C (6-Bromo-3-[(methanesulfonyl)oxy]benzoic Acid), C(C)(C)(C)OC(=O)N1CCNCC1 (N-tert-butoxycarbonylpiperazine), O.ON1N=NC2=C1C=CC=C2 (1-hydroxybenzotriazole hydrate), Cl.CN(C)CCCN=C=NCC (1-(dimethylaminopropyl)-3-ethylcarbodiimide hydrochloride). Run in CN(C=O)C (dimethylformamide), CCOC(=O)C (EtOAc). Conditions: time 30 minute. Product: BrC1=CC=C(C=C1C(=O)N1CCN(CC1)C(=O)OC(C)(C)C)OS(=O)(=O)C (4-[6-Bromo-3-((methanesulfonyl)oxy)benzoyl]-1-(tert-butoxycarbonyl)piperazine). RXN SMILES: [Br:1][C:2]1[C:7]([C:8]([OH:10])=O)=[CH:6][C:5]([O:11][S:12]([CH3:15])(=[O:14])=[O:13])=[CH:4][CH:3]=1.[C:16]([O:20][C:21]([N:23]1[CH2:28][CH2:27][NH:26][CH2:25][CH2:24]1)=[O:22])([CH3:19])([CH3:18])[CH3:17].O.ON1C2C=CC=CC=2N=N1.Cl.CN(CCCN=C=NCC)C>CN(C)C=O.CCOC(C)=O>[Br:1][C:2]1[C:7]([C:8]([N:26]2[CH2:25][CH2:24][N:23]([C:21]([O:20][C:16]([CH3:19])([CH3:18])[CH3:17])=[O:22])[CH2:28][CH2:27]2)=[O:10])=[CH:6][C:5]([O:11][S:12]([CH3:15])(=[O:14])=[O:13])=[CH:4][CH:3]=1 |f:2.3,4.5|. Procedure details: To a solution the product from Step A (858 mg, 2.89 mmol), N-tert-butoxycarbonylpiperazine (540 mg, 2.89 mmol), and 1-hydroxybenzotriazole hydrate (546 mg, 4.05 mmol) in 4 mL of dimethylformamide was added 1-(dimethylaminopropyl)-3-ethylcarbodiimide hydrochloride (718 mg, 3.75 mmol). After 30 minutes, the reaction was poured into EtOAc and washed with water, 3N HCl solution, saturated NaHCO3 solution, and brine, dried (Na2SO4), filtered, and concentrated in vacuo. The product was isolated as a w... The reactants are C(CCC)S(=O)(=O)NC([C@@H](NC(=O)OC(C)(C)C)CC1=CNC2=CC=CC=C12)=O (N-butanesulfonyl-(t-butoxycarbonyl)tryptophanamide), SC[C@@H](O)[C@H](O)CS (dithiothreitol), Cl.O1CCOCC1 (HCl 1,4-dioxane). Run in O1CCOCC1 (1,4-dioxane). Conditions: time 18 hour. Yields the product Cl.C(CCC)S(=O)(=O)NC([C@@H](N)CC1=CNC2=CC=CC=C12)=O (N-butanesulfonyl-tryptophanamide hydrochloride). RXN SMILES: [CH2:1]([S:5]([NH:8][C:9](=[O:29])[C@H:10]([CH2:19][C:20]1[C:28]2[C:23](=[CH:24][CH:25]=[CH:26][CH:27]=2)[NH:22][CH:21]=1)[NH:11]C(OC(C)(C)C)=O)(=[O:7])=[O:6])[CH2:2][CH2:3][CH3:4].SC[C@H]([C@@H](CS)O)O.[ClH:38].O1CCOCC1>O1CCOCC1>[ClH:38].[CH2:1]([S:5]([NH:8][C:9](=[O:29])[C@H:10]([CH2:19][C:20]1[C:28]2[C:23](=[CH:24][CH:25]=[CH:26][CH:27]=2)[NH:22][CH:21]=1)[NH2:11])(=[O:7])=[O:6])[CH2:2][CH2:3][CH3:4] |f:2.3,5.6|. Procedure details: To a solution of N-butanesulfonyl-(t-butoxycarbonyl)tryptophanamide (0.71 g, 1.68 mmol) and dithiothreitol (47 mg, 0.3 mmol) in 1,4-dioxane (4 ml) is added 4N HCl/1,4-dioxane (20 ml) at more temperature under nitrogen atmosphere and the mixture is stirred for 18 hours. The reaction mixture is concentrated in vacuo and the solid residue is washed with diethyl ether and dried to give N-butanesulfonyl-tryptophanamide hydrochloride. Starting materials: CCO, O=C(c1ccc(F)c([N+](=O)[O-])c1)N(CC(F)(F)F)CC(F)(F)F, NCc1ccoc1. Yields the product O=C(c1ccc(NCc2ccoc2)c([N+](=O)[O-])c1)N(CC(F)(F)F)CC(F)(F)F. RXN SMILES: [CH3:31][CH2:32][OH:33].[F:1][c:2]1[c:3]([N+:21](=[O:22])[O-:23])[cH:4][c:5]([C:6](=[O:7])[N:8]([CH2:9][C:10]([F:11])([F:12])[F:13])[CH2:14][C:15]([F:16])([F:17])[F:18])[cH:19][cH:20]1.[o:24]1[cH:25][c:26]([CH2:29][NH2:30])[cH:27][cH:28]1>>[c:2]1([NH:30][CH2:29][c:26]2[cH:25][o:24][cH:28][cH:27]2)[c:3]([N+:21](=[O:22])[O-:23])[cH:4][c:5]([C:6](=[O:7])[N:8]([CH2:9][C:10]([F:11])([F:12])[F:13])[CH2:14][C:15]([F:16])([F:17])[F:18])[cH:19][cH:20]1.